This data is from the Open Reaction Database (ORD), a public repository of structured organic reaction records. The task is: describe an organic reaction: reactants, conditions, products, and yield Reactants: CC(C1=NC=C(C=N1)F)N.Cl, CN1C=C(N=C1)NC2=C3C=CN(C3=NC(=N2)Cl)C4CC4. Isolated yield 37.2%. The reagents and catalysts are C(=O)([O-])[O-].[Cs+].[Cs+], CC(C1CCCC1P(C2CCCCC2)C3CCCCC3)P(C(C)(C)C)C(C)(C)C.C1CCCC1.[Fe], CC(=O)O.CC(=O)O.[Pd]. Procedure details: A mixture of 1-(5-fluoropyrimidin-2-yl)ethanamine hydrochloride (252 mg, 1.42 mmol), 2-chloro-7-cyclopropyl-N-(1-methyl-1H-imidazol-4-yl)-7H-pyrrolo[2,3-d]pyrimidin-4-amine (205 mg, 0.71 mmol), palladium(II) acetate (15.94 mg, 0.07 mmol) and palladium(II) acetate (15.94 mg, 0.07 mmol) (R)-(-)-1-[(S)-2-(DICYCLOHEXYLPHOSPHINO)FERROCENYL]ETHYLDI-T-BUTYLPHOSPHINE (62.1 mg, 0.11 mmol) and CS2CO3 (1619 mg, 4.97 mmol) in 1,4-dioxane (4733 µl) was heatd to 150 oC for 20 min with well-stirring. Reaction ... The product is CC(C1=NC=C(C=N1)F)NC2=NC(=C3C=CN(C3=N2)C4CC4)NC5=CN(C=N5)C. The solvent is C1COCCO1. Reaction conditions: temperature 150 celsius. Starting materials: ClC=1C=C(C=CC1OC(C)C)C1=NC(=NO1)C=1C=C2C=NN(C2=CC1)CCCC(=O)OCC (Ethyl 4-[5-(5-{3-chloro-4-[(1-methylethyl)oxy]phenyl}-1,2,4-oxadiazol-3-yl)-1H-indazol-1-yl]butanoate), [OH-].[Na+] (sodium hydroxide). Run in C(C)O (ethanol). Reaction conditions: temperature 100 celsius. The product is ClC=1C=C(C=CC1OC(C)C)C1=NC(=NO1)C=1C=C2C=NN(C2=CC1)CCCC(=O)O (4-[5-(5-{3-Chloro-4-[(1-methylethyl)oxy]phenyl}-1,2,4-oxadiazol-3-yl)-1H-indazol-1-yl]butanoic acid). Yield: 32.0%. RXN SMILES: [Cl:1][C:2]1[CH:3]=[C:4]([C:12]2[O:16][N:15]=[C:14]([C:17]3[CH:18]=[C:19]4[C:23](=[CH:24][CH:25]=3)[N:22]([CH2:26][CH2:27][CH2:28][C:29]([O:31]CC)=[O:30])[N:21]=[CH:20]4)[N:13]=2)[CH:5]=[CH:6][C:7]=1[O:8][CH:9]([CH3:11])[CH3:10].[OH-].[Na+]>C(O)C>[Cl:1][C:2]1[CH:3]=[C:4]([C:12]2[O:16][N:15]=[C:14]([C:17]3[CH:18]=[C:19]4[C:23](=[CH:24][CH:25]=3)[N:22]([CH2:26][CH2:27][CH2:28][C:29]([OH:31])=[O:30])[N:21]=[CH:20]4)[N:13]=2)[CH:5]=[CH:6][C:7]=1[O:8][CH:9]([CH3:11])[CH3:10] |f:1.2|. Procedure details: Ethyl 4-[5-(5-{3-chloro-4-[(1-methylethyl)oxy]phenyl}-1,2,4-oxadiazol-3-yl)-1H-indazol-1-yl]butanoate (D63) (127 mg, 0.27 mmol) was dissolved in ethanol (5 ml) and then sodium hydroxide (11 mg) was added. The reaction mixture was heated at 100° C. for 1 hour in a microwave reactor and then allowed to cool. The resultant solid was separated by filtration and then washed with acetone. Purification by MDAP, followed by freeze drying of the resultant material afforded the title compound (38.1 mg). M... Reactants: CC12CCC(=O)NC1=CCC1C2CCC2(C)C(C(=O)O)CCC12, NC(Cc1ccccc1)c1ccccc1. Yields the product CC12CCC(=O)NC1=CCC1C2CCC2(C)C(C(=O)NC(Cc3ccccc3)c3ccccc3)CCC12. RXN SMILES: [O:1]=[C:2]1[NH:3][C:4]2=[CH:5][CH2:6][CH:7]3[CH:8]4[CH2:9][CH2:10][CH:11]([C:21](=[O:22])[OH:23])[C:12]4([CH3:13])[CH2:14][CH2:15][CH:16]3[C:17]2([CH3:20])[CH2:18][CH2:19]1.[c:24]1([CH:30]([CH2:31][c:32]2[cH:33][cH:34][cH:35][cH:36][cH:37]2)[NH2:38])[cH:25][cH:26][cH:27][cH:28][cH:29]1>>[O:1]=[C:2]1[NH:3][C:4]2=[CH:5][CH2:6][CH:7]3[CH:8]4[CH2:9][CH2:10][CH:11]([C:21](=[O:22])[NH:38][CH:30]([c:24]5[cH:25][cH:26][cH:27][cH:28][cH:29]5)[CH2:31][c:32]5[cH:33][cH:34][cH:35][cH:36][cH:37]5)[C:12]4([CH3:13])[CH2:14][CH2:15][CH:16]3[C:17]2([CH3:20])[CH2:18][CH2:19]1. Starting materials: C1CCOC1, CCOC(C)=O, CCOC(=O)CP(=O)(OCC)OCC, [Cl-], Cl, [H-], O=Cc1cccc(I)c1, [NH4+], [Na+], O. Product: CCOC(=O)C=Cc1cccc(I)c1. RXN SMILES: [CH2:29]1[O:30][CH2:31][CH2:32][CH2:33]1.[CH3:34][CH2:35][O:36][C:37](=[O:38])[CH3:39].[CH3:3][CH2:4][O:5][C:6](=[O:7])[CH2:8][P:9]([O:10][CH2:11][CH3:12])([O:13][CH2:14][CH3:15])=[O:16].[Cl-:26].[ClH:28].[H-:2].[I:17][c:18]1[cH:19][c:20]([CH:21]=[O:22])[cH:23][cH:24][cH:25]1.[NH4+:27].[Na+:1].[OH2:40]>>[CH3:3][CH2:4][O:5][C:6](=[O:7])[CH:8]=[CH:21][c:20]1[cH:19][c:18]([I:17])[cH:25][cH:24][cH:23]1. The reactants are [H-].C(C(C)C)[Al+]CC(C)C (diisobutylaluminum hydride), C1(=CC=CC=C1)COC[C@H]1[C@H](C(O)O[C@@H]1COCC1=CC=CC=C1)O (3-deoxy-3[(phenylmethoxy)methyl]-5-O-(phenylmethyl)-D-ribofuranose), C1(=CC=CC=C1)COC[C@H]1[C@H](C(O)O[C@@H]1COCC1=CC=CC=C1)O (3-deoxy-3-[(phenylmethoxy)methyl]-5-O-(phenylmethyl)-D-ribofuranose), CC(=O)CC(=O)O (diacetate), C[Si](C)(C)Br (trimethylsilyl bromide), CC(=O)CC(=O)O (diacetate). The solvent is C1(=CC=CC=C1)C (toluene), ClCCl (dichloromethane). Run at temperature 0 celsius, time 6.5 hour. Yields the product C1(=CC=CC=C1)COC[C@H]1[C@H](CO[C@@H]1COCC1=CC=CC=C1)O (1,3-Dideoxy-3-[(phenylmethoxy)methyl]-5-O-(phenylmethyl)-D-ribofuranose). RXN SMILES: [C:1]1([CH2:7][O:8][CH2:9][C@@H:10]2[C@@H:15]([CH2:16][O:17][CH2:18][C:19]3[CH:24]=[CH:23][CH:22]=[CH:21][CH:20]=3)[O:14][CH:12](O)[C@@H:11]2[OH:25])[CH:6]=[CH:5][CH:4]=[CH:3][CH:2]=1.CC(CC(O)=O)=O.C[Si](Br)(C)C.[H-].C([Al+]CC(C)C)C(C)C>ClCCl.C1(C)C=CC=CC=1>[C:1]1([CH2:7][O:8][CH2:9][C@@H:10]2[C@@H:15]([CH2:16][O:17][CH2:18][C:19]3[CH:24]=[CH:23][CH:22]=[CH:21][CH:20]=3)[O:14][CH2:12][C@@H:11]2[OH:25])[CH:2]=[CH:3][CH:4]=[CH:5][CH:6]=1 |f:3.4|. Reported procedure: To a solution of 3-deoxy-3-[(phenylmethoxy)methyl]-5-O-(phenylmethyl)-D-ribofuranose, diacetate (4.81 g, 11.23 mmol) in dichloromethane (100 ml) at 0° C. was added trimethylsilyl bromide (2.59 ml, 19.65 mmol). The reaction was stirred at 0° C. for 30 minutes and at room temperature for 6.5 hours. At this time, the reaction was cooled to 0° C. and transferred via canula to a toluene solution of diisobutylaluminum hydride (100 ml, 1M), also at 0° C. The reaction mixture was kept at 0° C. for 40 mi... Reactants: C1(=CC(=CC=C1)C(=O)C1CC1)C (cyclopropyl m-tolyl ketone), BrN1C(CCC1=O)=O (N-bromosuccinimide). Run in C(Cl)(Cl)(Cl)Cl (carbon tetrachloride). Product: C1(CC1)C(=O)C=1C=C(C=CC1)CBr (α-Bromo-m-tolyl cyclopropyl ketone). Reaction SMILES: [C:1]1([CH3:12])[CH:6]=[CH:5][CH:4]=[C:3]([C:7]([CH:9]2[CH2:11][CH2:10]2)=[O:8])[CH:2]=1.[Br:13]N1C(=O)CCC1=O>C(Cl)(Cl)(Cl)Cl>[CH:9]1([C:7]([C:3]2[CH:2]=[C:1]([CH2:12][Br:13])[CH:6]=[CH:5][CH:4]=2)=[O:8])[CH2:10][CH2:11]1. Procedure: A stirred suspension of cyclopropyl m-tolyl ketone (16 g) and N-bromosuccinimide (17.8 g) in carbon tetrachloride (100 ml) was irradiated and heated under reflux by means of a tungsten lamp for 2 hours and cooled. The solid was filtered off and the filtrate evaporated. The residual oil was distilled under reduced pressure and the fraction distilling at 115°-130°/0.1 mm was collected.